From a dataset of the Open Reaction Database (ORD), a public repository of structured organic reaction records. describe an organic reaction: reactants, conditions, products, and yield Starting materials: O=C(C=C)C (3-oxo-but-1-ene), CNCCC(C1=CC=CC=C1)C1=CC=CC=C1 (N-methyl-3,3-diphenylpropylamine). The solvent is C(C)OCC (diethyl ether). The product is CN(CCC(C)=O)CCC(C1=CC=CC=C1)C1=CC=CC=C1 (N-methyl-N-(3,3-diphenylpropyl)-4-aminobutan-2-one). Yield: 100.0%. As a reaction SMILES: [O:1]=[C:2]([CH3:5])[CH:3]=[CH2:4].[CH3:6][NH:7][CH2:8][CH2:9][CH:10]([C:17]1[CH:22]=[CH:21][CH:20]=[CH:19][CH:18]=1)[C:11]1[CH:16]=[CH:15][CH:14]=[CH:13][CH:12]=1>C(OCC)C>[CH3:6][N:7]([CH2:8][CH2:9][CH:10]([C:11]1[CH:16]=[CH:15][CH:14]=[CH:13][CH:12]=1)[C:17]1[CH:18]=[CH:19][CH:20]=[CH:21][CH:22]=1)[CH2:4][CH2:3][C:2](=[O:1])[CH3:5]. Procedure: A solution of 3.72 ml of 3-oxo-but-1-ene was added dropwise, over a period of 20 minutes and such that the temperature did not exceed 2°-3° C., to a cooled solution of 7.87 g of N-methyl-3,3-diphenylpropylamine in 7 ml of diethyl ether. The solution thus obtained was evaporated in vacuo at room temperature to give 10.3 g of N-methyl-N-(3,3-diphenylpropyl)-4-aminobutan-2-one (100%) as free base, shown to be practically pure by TLC (chloroform: methanol 9:1 by volume) which could be used as such f... Starting materials: CC(C)C(Br)c1cnc(Cl)nc1Cl, O=C([O-])[O-], COc1ccc(N)cc1, CCOC(C)=O, [I-], [K+], [K+], [K+]. Product: COc1ccc(NC(c2cnc(Cl)nc2Cl)C(C)C)cc1. RXN SMILES: [Br:1][CH:2]([CH:3]([CH3:4])[CH3:5])[c:6]1[c:7]([Cl:13])[n:8][c:9]([Cl:12])[n:10][cH:11]1.[C:14](=[O:15])([O-:16])[O-:17].[CH3:22][O:23][c:24]1[cH:25][cH:26][c:27]([NH2:30])[cH:28][cH:29]1.[CH3:31][CH2:32][O:33][C:34](=[O:35])[CH3:36].[I-:21].[K+:18].[K+:19].[K+:20]>>[CH:2]([CH:3]([CH3:4])[CH3:5])([c:6]1[c:7]([Cl:13])[n:8][c:9]([Cl:12])[n:10][cH:11]1)[NH:30][c:27]1[cH:26][cH:25][c:24]([O:23][CH3:22])[cH:29][cH:28]1. Reactants: C(C)(C)(C)C=1C=C(C=C(C1OC)C(C)(C)C)P(C1=CC(=C(C(=C1)C(C)(C)C)OC)C(C)(C)C)=O (bis(3,5-di-t-butyl-4-methoxyphenyl)phosphine oxide), FC(S(=O)(=O)OC1=C(C=CC=C1)Br)(F)F (2-(trifluoromethanesulfonyl)oxy-bromobenzene), C(C)(C)N(C(C)C)CC (N,N-diisopropylethylamine), C(C1=CC=CC=C1)=CC(=O)C=CC1=CC=CC=C1 (dibenzylideneacetone), C1(=CC=CC=C1)PCCCPC1=CC=CC=C1 (1,3-diphenylphosphinopropane), Cl (hydrochloric acid). Solvent: C1(=CC=CC=C1)C (toluene). Conditions: time 16 hour. Yields the product C(C)(C)(C)C=1C=C(C=C(C1OC)C(C)(C)C)P(C1=C(C=CC=C1)Br)(C1=CC(=C(C(=C1)C(C)(C)C)OC)C(C)(C)C)=O (bis(3,5-di-t-butyl-4-methoxyphenyl)(2-bromophenyl)phosphine Oxide). Yield: 97.7%. RXN SMILES: [C:1]([C:5]1[CH:6]=[C:7]([PH:17](=[O:34])[C:18]2[CH:23]=[C:22]([C:24]([CH3:27])([CH3:26])[CH3:25])[C:21]([O:28][CH3:29])=[C:20]([C:30]([CH3:33])([CH3:32])[CH3:31])[CH:19]=2)[CH:8]=[C:9]([C:13]([CH3:16])([CH3:15])[CH3:14])[C:10]=1[O:11][CH3:12])([CH3:4])([CH3:3])[CH3:2].C(=CC(C=CC1C=CC=CC=1)=O)C1C=CC=CC=1.C1(PCCCPC2C=CC=CC=2)C=CC=CC=1.FC(F)(F)S(O[C:76]1[CH:81]=[CH:80][CH:79]=[CH:78][C:77]=1[Br:82])(=O)=O.C(N(CC)C(C)C)(C)C.Cl>C1(C)C=CC=CC=1>[C:24]([C:22]1[CH:23]=[C:18]([P:17](=[O:34])([C:7]2[CH:8]=[C:9]([C:13]([CH3:16])([CH3:15])[CH3:14])[C:10]([O:11][CH3:12])=[C:5]([C:1]([CH3:2])([CH3:3])[CH3:4])[CH:6]=2)[C:76]2[CH:81]=[CH:80][CH:79]=[CH:78][C:77]=2[Br:82])[CH:19]=[C:20]([C:30]([CH3:33])([CH3:32])[CH3:31])[C:21]=1[O:28][CH3:29])([CH3:27])([CH3:26])[CH3:25]. Reported procedure: Into a four-neck flask were weighed 28.71 g (59.0 mmol) of bis(3,5-di-t-butyl-4-methoxyphenyl)phosphine oxide, 1.27 g (2.5 mmol) of Pd2(dba)3CHCl3 (dba represents dibenzylideneacetone), and 1.01 g (2.5 mmol) of 1,3-diphenylphosphinopropane. The atmosphere of the reaction vessel which was fitted with a thermometer, a condenser tube, and a dropping funnel with a pressure-equalizing tube was completely replaced with nitrogen. Thereto were added 150 mL of toluene, 15.00 g (49.2 mmol) of the 2-(trifl... Reactants: C1(=CC=CC=C1)S(=O)(=O)N1C(=CC=2C1=NC=CC2)C(=CC2CCCC2)OS(=O)(=O)C2=CC=C(C=C2)C (toluene-4-sulfonic acid-1-(1-benzenesulfonyl-1H-pyrrolo[2,3-b]pyridin-2-yl)-2-cyclopentyl-vinyl ester), CC(C)S(=O)(=O)C1=CC=C(C=C1)B(O)O (4-(propane-2-sulfonyl)phenyl boronic acid), C([O-])([O-])=O.[Na+].[Na+] (sodium carbonate). Reagents/catalysts: Cl[Pd]([P](C1=CC=CC=C1)(C2=CC=CC=C2)C3=CC=CC=C3)([P](C4=CC=CC=C4)(C5=CC=CC=C5)C6=CC=CC=C6)Cl (dichlorobis(triphenylphosphine)palladium). The solvent is C(C)(=O)OCC (ethyl acetate), O1CCOCC1 (dioxane). Yields the product C1(=CC=CC=C1)S(=O)(=O)N1C(=CC=2C1=NC=CC2)C(=CC2CCCC2)C2=CC=C(C=C2)S(=O)(=O)C(C)C (1-benzenesulfonyl-2-{2-cyclopentyl-1-[4-(propane-2-sulfonyl)-phenyl]-vinyl}-1H-pyrrolo[2,3-b]pyridine). Isolated yield 86.8%. RXN SMILES: [C:1]1([S:7]([N:10]2[C:14]3=[N:15][CH:16]=[CH:17][CH:18]=[C:13]3[CH:12]=[C:11]2[C:19](OS(C2C=CC(C)=CC=2)(=O)=O)=[CH:20][CH:21]2[CH2:25][CH2:24][CH2:23][CH2:22]2)(=[O:9])=[O:8])[CH:6]=[CH:5][CH:4]=[CH:3][CH:2]=1.[CH3:37][CH:38]([S:40]([C:43]1[CH:48]=[CH:47][C:46](B(O)O)=[CH:45][CH:44]=1)(=[O:42])=[O:41])[CH3:39].C(=O)([O-])[O-].[Na+].[Na+]>O1CCOCC1.C(OCC)(=O)C.Cl[Pd](Cl)([P](C1C=CC=CC=1)(C1C=CC=CC=1)C1C=CC=CC=1)[P](C1C=CC=CC=1)(C1C=CC=CC=1)C1C=CC=CC=1>[C:1]1([S:7]([N:10]2[C:14]3=[N:15][CH:16]=[CH:17][CH:18]=[C:13]3[CH:12]=[C:11]2[C:19]([C:46]2[CH:47]=[CH:48][C:43]([S:40]([CH:38]([CH3:39])[CH3:37])(=[O:42])=[O:41])=[CH:44][CH:45]=2)=[CH:20][CH:21]2[CH2:25][CH2:24][CH2:23][CH2:22]2)(=[O:9])=[O:8])[CH:2]=[CH:3][CH:4]=[CH:5][CH:6]=1 |f:2.3.4,^1:72,91|. Procedure: To a mixture of toluene-4-sulfonic acid-1-(1-benzenesulfonyl-1H-pyrrolo[2,3-b]pyridin-2-yl)-2-cyclopentyl-vinyl ester (prepared as in Example 43, 0.15 g, 0.28 mmol), 4-(propane-2-sulfonyl)phenyl boronic acid (0.12 g, 0.72 mmol) and dichlorobis(triphenylphosphine)palladium (II) (21 mg, 0.03 mmol) in dioxane (3 mL) was added an aqueous sodium carbonate solution (2 M, 0.36 mL). The resulting mixture was subjected to microwave irradiation for 2 h at 100° C. The mixture was diluted with ethyl acetate... Starting materials: COC=1C(C(C1NC1=CC(=CC=C1)C(NCCCC1=CC=CC=C1)C1=CC=C(C=C1)OC)=O)=O (3-methoxy-4-{3-[(4-methoxyphenyl)-(3-phenylpropylamino)methyl]phenylamino}-3-cyclobutene-1,2-dione), N (ammonia). Solvent: C(C)O (ethanol). Product: NC=1C(C(C1NC1=CC(=CC=C1)C(NCCCC1=CC=CC=C1)C1=CC=C(C=C1)OC)=O)=O (3-Amino-4-{3-[(4-methoxyphenyl)-(3-phenylpropylamino)methyl]phenylamino}-3-cyclobutene-1,2-dione). As a reaction SMILES: C[O:2][C:3]1[C:4](=[O:34])[C:5](=O)[C:6]=1[NH:7][C:8]1[CH:13]=[CH:12][CH:11]=[C:10]([CH:14]([C:25]2[CH:30]=[CH:29][C:28]([O:31][CH3:32])=[CH:27][CH:26]=2)[NH:15][CH2:16][CH2:17][CH2:18][C:19]2[CH:24]=[CH:23][CH:22]=[CH:21][CH:20]=2)[CH:9]=1.[NH3:35]>C(O)C>[NH2:35][C:5]1[C:4](=[O:34])[C:3](=[O:2])[C:6]=1[NH:7][C:8]1[CH:13]=[CH:12][CH:11]=[C:10]([CH:14]([C:25]2[CH:26]=[CH:27][C:28]([O:31][CH3:32])=[CH:29][CH:30]=2)[NH:15][CH2:16][CH2:17][CH2:18][C:19]2[CH:24]=[CH:23][CH:22]=[CH:21][CH:20]=2)[CH:9]=1. Procedure details: In a similar manner to that described in Example (1d), 3-methoxy-4-{3-[(4-methoxyphenyl)-(3-phenylpropylamino)methyl]phenylamino}-3-cyclobutene-1,2-dione [prepared as described in step (c) above] and a solution of ammonia in ethanol (2N, 8 ml) were reacted, to afford the title compound (1.58 g) as a yellow solid. Starting materials: COc1nc(OC)nc([N+]2(C)CCOCC2)n1, CC(C)Nc1nc(C(F)(F)F)ccc1C=CC(=O)O, [Cl-], Cl, NCc1ccc(NS(=O)(=O)C(F)(F)F)cc1, O. The product is CC(C)Nc1nc(C(F)(F)F)ccc1C=CC(=O)NCc1ccc(NS(=O)(=O)C(F)(F)F)cc1. RXN SMILES: [CH3:20][O:21][c:22]1[n:23][c:24]([O:25][CH3:26])[n:27][c:28]([N+:29]2([CH3:30])[CH2:31][CH2:32][O:33][CH2:34][CH2:35]2)[n:36]1.[CH:37]([CH3:38])([CH3:39])[NH:40][c:41]1[n:42][c:43]([C:52]([F:53])([F:54])[F:55])[cH:44][cH:45][c:46]1[CH:47]=[CH:48][C:49](=[O:50])[OH:51].[Cl-:19].[ClH:17].[NH2:1][CH2:2][c:3]1[cH:4][cH:5][c:6]([NH:9][S:10](=[O:11])(=[O:12])[C:13]([F:14])([F:15])[F:16])[cH:7][cH:8]1.[OH2:18]>>[NH:1]([CH2:2][c:3]1[cH:4][cH:5][c:6]([NH:9][S:10](=[O:11])(=[O:12])[C:13]([F:14])([F:15])[F:16])[cH:7][cH:8]1)[C:49]([CH:48]=[CH:47][c:46]1[c:41]([NH:40][CH:37]([CH3:38])[CH3:39])[n:42][c:43]([C:52]([F:53])([F:54])[F:55])[cH:44][cH:45]1)=[O:50]. Reactants: C(=O)(OC(C)(C)C)N1[C@H](C(=O)O)CCC1 (N-BOC-proline). Run in C(Cl)(Cl)Cl (CHCl3). The product is C(C)(C)(C)OC([C@H]1N(CCC1)C(=O)OC(C)(C)C)=O (N-BOC-Proline tert-Butyl Ester). As a reaction SMILES: [C:1]([N:8]1[CH2:15][CH2:14][CH2:13][C@H:9]1[C:10]([OH:12])=[O:11])([O:3][C:4]([CH3:7])([CH3:6])[CH3:5])=[O:2]>C(Cl)(Cl)Cl>[C:4]([O:11][C:10](=[O:12])[C@@H:9]1[CH2:13][CH2:14][CH2:15][N:8]1[C:1]([O:3][C:4]([CH3:7])([CH3:6])[CH3:5])=[O:2])([CH3:7])([CH3:6])[CH3:5]. Reported procedure: N-BOC-Proline tert-Butyl Ester (24) was synthesized from N-BOC-proline (14) according to the general procedure: yield, 90%; [α]25D -50.5° (c 3.4, CHCl3); 1H NMR δ 4.12 (dd, 1H, J=3.4, 8.9), 3.60-3.39 (m, 2H), 2.29-2.16 (m, 1H), 2.00-1.80 (m, 3H), 1.51 (s, 9H), 1.46 (s, 9H). Anal. Calcd for C14H26NO4 : C, 61.7; H, 9.6,; N, 5.1. Found: C, 61.7; H, 9.6; N, 5.4.